Dataset: the Open Reaction Database (ORD), a public repository of structured organic reaction records. Task: describe an organic reaction: reactants, conditions, products, and yield The reactants are N#CBr (Cyanogen bromide), FC1=CC=C2C(=NNC2=C1)C1CC2CCC(C1)N2C (3-(6-fluoro-1H-indazol-3-yl)-8-methyl-8-azabicyclo[3.2.1]octane), C([O-])([O-])=O.[K+].[K+] (potassium carbonate). Conditions: time 2 hour. Product: C(#N)N1C2CC(CC1CC2)C2=NNC1=CC(=CC=C21)F (8-Cyano-3-(6-Fluoro-1H-Indazol-3-Yl)-8-Azabicyclo-[3.2.1]Octane). The yield is 22.5%. The solvent is C1CCOC1 (THF), O (water). Procedure details: Cyanogen bromide (2.75 g) was added in one portion to a suspension of 3-(6-fluoro-1H-indazol-3-yl)-8-methyl-8-azabicyclo[3.2.1]octane (4.90 g) and potassium carbonate (2.75 g) in 70 ml of THF at room temperature. The mixture was stirred for 2 hours, then diluted with water and the product was extracted into ethyl acetate. The organic solution was washed with brine, dried over MgSO4, filtered and concentrated to leave 3.4 g of crude solids. The solids were purified by flash chromatography over si... As a reaction SMILES: [N:1]#CBr.[F:4][C:5]1[CH:13]=[C:12]2[C:8]([C:9]([CH:14]3[CH2:20][CH:19]4[N:21]([CH3:22])[CH:16]([CH2:17][CH2:18]4)[CH2:15]3)=[N:10][NH:11]2)=[CH:7][CH:6]=1.C(=O)([O-])[O-].[K+].[K+]>C1COCC1.O>[C:22]([N:21]1[CH:19]2[CH2:18][CH2:17][CH:16]1[CH2:15][CH:14]([C:9]1[C:8]3[C:12](=[CH:13][C:5]([F:4])=[CH:6][CH:7]=3)[NH:11][N:10]=1)[CH2:20]2)#[N:1] |f:2.3.4|. Reactants: ClC1=CC=C(C=C1)C1(CCNCC1)O (4-p-chlorophenylpiperidin-4-ol), C=O (formaldehyde), CNC (dimethylamine), C(=O)([O-])[O-].[Na+].[Na+] (Na2CO3), 2-dimethylaminomethyl-6,7-dimethoxy-1-tetralone methiodide, COC=1C=C2CCCC(C2=CC1OC)=O (6,7-dimethoxy-1-tetralone), CI (CH3I). Solvent: CN(C)C=O (DMF). Reaction conditions: time 4 hour. Product: ClC1=CC=C(C=C1)C1(CC(C(C2=CC(=C(C=C12)OC)OC)=O)CN1CCCCC1)O (4-p-chlorophenyl-4-hydroxypiperidinomethyl-6,7-dimethoxy-1-tetralone). Reaction SMILES: [Cl:1][C:2]1[CH:7]=[CH:6][C:5]([C:8]2([OH:14])[CH2:13][CH2:12]N[CH2:10][CH2:9]2)=[CH:4][CH:3]=1.[CH3:15][O:16][C:17]1C=C2[C:24](=[CH:25][C:26]=1[O:27][CH3:28])[C:23](=[O:29])CCC2.[CH3:30][NH:31][CH3:32].C=O.CI.C([O-])([O-])=O.[Na+].[Na+]>CN(C=O)C>[Cl:1][C:2]1[CH:7]=[CH:6][C:5]([C:8]2([OH:14])[C:13]3[C:24](=[CH:25][C:26]([O:27][CH3:28])=[C:17]([O:16][CH3:15])[CH:12]=3)[C:23](=[O:29])[CH:10]([CH2:30][N:31]3[CH2:4][CH2:3][CH2:2][CH2:7][CH2:32]3)[CH2:9]2)=[CH:4][CH:3]=1 |f:5.6.7|. Reported procedure: 2 g. of 4-p-chlorophenylpiperidin-4-ol are dissolved in 30 ml. of DMF. 4.05 g. of 2-dimethylaminomethyl-6,7-dimethoxy-1-tetralone methiodide, obtainable by reacting 6,7-dimethoxy-1-tetralone with dimethylamine and formaldehyde and quaternizing the product with CH3I, and 1 g. of Na2CO3 are added and the mixture is stirred for 4 hours at 20° under N2. After the customary work up, 2-(4-p-chlorophenyl-4-hydroxypiperidinomethyl-6,7-dimethoxy-1-tetralone is obtained. Hydrochloride, m.p. 227°-228°. Reactants: Cl (hydrochloric acid), CN1N=NN=C1C1=CC(=CC=C1)N (1-methyl-5-(3-aminophenyl)-tetrazole), ClC(=O)OC1=CC=CC=C1 (Phenyl chloroformate), N1=C(C=CC=C1C)C (2,6-lutidine). Run in ClCCl (dichloromethane). Conditions: time 1.5 hour. Product: C1(=CC=CC=C1)OC(NC1=CC(=CC=C1)C1=NN=NN1C)=O ([3-(1-methyl-1H-tetrazol-5-yl)-phenyl]-carbamic acid phenyl ester). The yield is 84.9%. RXN SMILES: [CH3:1][N:2]1[C:6]([C:7]2[CH:12]=[CH:11][CH:10]=[C:9]([NH2:13])[CH:8]=2)=[N:5][N:4]=[N:3]1.N1C(C)=CC=CC=1C.Cl[C:23]([O:25][C:26]1[CH:31]=[CH:30][CH:29]=[CH:28][CH:27]=1)=[O:24].Cl>ClCCl>[C:26]1([O:25][C:23](=[O:24])[NH:13][C:9]2[CH:10]=[CH:11][CH:12]=[C:7]([C:6]3[N:2]([CH3:1])[N:3]=[N:4][N:5]=3)[CH:8]=2)[CH:31]=[CH:30][CH:29]=[CH:28][CH:27]=1. Procedure details: In a dry flask of 1-methyl-5-(3-aminophenyl)-tetrazole (24.0 g, 137 mmol) was dissolved in dichloromethane (1.4 L) and 2,6-lutidine (44.1 g, 411 mmol) was added. Phenyl chloroformate (21.2 g, 136 mmol) was added in 4 portions over 15 minutes, then the reaction was stirred for 1.5 hours. The reaction was poured into 1N aqueous hydrochloric acid (200 mL) and the mixture was extracted with dichloromethane three times (200 mL). The combined organic layers were washed with brine, dried with sodium su... Starting materials: mixture, C(C1=CC=CC=C1)OC1=CC=C(C=C1)CC(=O)O ((4-benzyloxy-phenyl)-acetic acid), Cl.C(C)N=C=NC(CC)(C)C (ethyldimethylpropylcarbodiimide hydrochloride), ON1N=NC2=C1C=CC=C2 (N-hydroxybenzotriazole), CN1CCOCC1 (N-methyl morpholine), CN(C)C=O (DMF). Product: C(C1=CC=CC=C1)OC1=CC=C(C=C1)CC(=O)NC1=C2C=NN(C2=CC=C1)CCN1CCCC1 (2-[4-(benzyloxy)phenyl]-N-[1-(2-pyrrolidin-1-ylethyl)-1H-indazol-4-yl]acetamide). As a reaction SMILES: [CH2:1]([O:8][C:9]1[CH:14]=[CH:13][C:12]([CH2:15][C:16]([OH:18])=O)=[CH:11][CH:10]=1)[C:2]1[CH:7]=[CH:6][CH:5]=[CH:4][CH:3]=1.Cl.C(N=[C:23]=[N:24][C:25]([CH3:29])(C)[CH2:26][CH3:27])C.ON1C2C=CC=[CH:39][C:34]=2[N:33]=N1.[CH3:40][N:41]1[CH2:46][CH2:45]O[CH2:43][CH2:42]1.[CH3:47][N:48](C=O)C>>[CH2:1]([O:8][C:9]1[CH:10]=[CH:11][C:12]([CH2:15][C:16]([NH:33][C:34]2[CH:39]=[CH:27][CH:26]=[C:25]3[C:29]=2[CH:47]=[N:48][N:24]3[CH2:23][CH2:40][N:41]2[CH2:46][CH2:45][CH2:43][CH2:42]2)=[O:18])=[CH:13][CH:14]=1)[C:2]1[CH:3]=[CH:4][CH:5]=[CH:6][CH:7]=1 |f:1.2|. Reported procedure: A mixture of Example 1C (42.0 mg, 0.183 mmol), (4-benzyloxy-phenyl)-acetic acid (47.0 mg, 0.194 mmol), ethyldimethylpropylcarbodiimide hydrochloride (43.0 mg, 0.225 mmol), N-hydroxybenzotriazole (30.0 mg, 0.222 mmol), N-methyl morpholine (46.0 mg, 0.455 mmol) in 2 mL of DMF was shaken for 6 hour. The mixture was concentrated under reduced pressure and the residue dissolved in 1.5 mL of a 1:1 mixture of dimethyl sulfoxide/MeOH and purified by preparative reverse-phase HPLC. 1H NMR (300 MHz, DMSO-... Reactants: c1ccc(CNCc2ccccc2)cc1, Cc1ccnc(Cl)c1[N+](=O)[O-], ClCCl, [Na+], [Na+], O=C([O-])[O-], C1CCOC1, O. Yields the product Cc1ccnc(N(Cc2ccccc2)Cc2ccccc2)c1[N+](=O)[O-]. As a reaction SMILES: [CH2:12]([c:13]1[cH:14][cH:15][cH:16][cH:17][cH:18]1)[NH:19][CH2:20][c:21]1[cH:22][cH:23][cH:24][cH:25][cH:26]1.[Cl:1][c:2]1[n:3][cH:4][cH:5][c:6]([CH3:11])[c:7]1[N+:8](=[O:9])[O-:10].[Cl:38][CH2:39][Cl:40].[Na+:27].[Na+:28].[O-:29][C:30](=[O:31])[O-:32].[O:33]1[CH2:34][CH2:35][CH2:36][CH2:37]1.[OH2:41]>>[c:2]1([N:19]([CH2:12][c:13]2[cH:14][cH:15][cH:16][cH:17][cH:18]2)[CH2:20][c:21]2[cH:22][cH:23][cH:24][cH:25][cH:26]2)[n:3][cH:4][cH:5][c:6]([CH3:11])[c:7]1[N+:8](=[O:9])[O-:10]. Starting materials: O=C([O-])[O-], CC(=O)OC(C)=O, CNC(=N[N+](=O)[O-])SC, CC#N, Cl, [K+], [K+]. Yields the product CSC(=N[N+](=O)[O-])N(C)C(C)=O. As a reaction SMILES: [C:10](=[O:11])([O-:12])[O-:13].[CH3:16][C:17]([O:19][C:18](=[O:20])[CH3:21])=[O:22].[CH3:1][NH:2][C:3]([S:4][CH3:5])=[N:6][N+:7](=[O:8])[O-:9].[CH3:24][C:25]#[N:26].[ClH:23].[K+:14].[K+:15]>>[CH3:1][N:2]([C:3]([S:4][CH3:5])=[N:6][N+:7](=[O:8])[O-:9])[C:17]([CH3:16])=[O:19]. Reactants: [OH-].[Na+] (NaOH), Cl (HCl), N([C@@H](COC(C)(C)C)C(=O)N[C@@H](CC(OC(C)(C)C)=O)C(=O)N[C@@H](C)C(=O)N[C@@H](C)C(=O)N[C@@H](C(C)C)C(=O)N[C@@H](CC(OC(C)(C)C)=O)C(=O)N[C@@H]([C@H](OC(C)(C)C)C)C(=O)N[C@@H](COC(C)(C)C)C(=O)N[C@@H](COC(C)(C)C)C(=O)N[C@@H](CCC(OC(C)(C)C)=O)C(=O)OC1=CC=CC=C1)C(=O)C (Ac-Ser(tBu)-Asp(OtBu)-Ala-Ala-Val-Asp(OtBu)-Thr(tBu)-Ser(tBu)-Ser(tBu)-Glu(OtBu)-OC6H5), OO (H2O2), [OH-].[Na+] (NaOH). Solvent: O (H2O). Yields the product N([C@@H](COC(C)(C)C)C(=O)N[C@@H](CC(OC(C)(C)C)=O)C(=O)N[C@@H](C)C(=O)N[C@@H](C)C(=O)N[C@@H](C(C)C)C(=O)N[C@@H](CC(OC(C)(C)C)=O)C(=O)N[C@@H]([C@H](OC(C)(C)C)C)C(=O)N[C@@H](COC(C)(C)C)C(=O)N[C@@H](COC(C)(C)C)C(=O)N[C@@H](CCC(OC(C)(C)C)=O)C(=O)O)C(=O)C (Ac-Ser(tBu)-Asp(OtBu)-Ala-Ala-Val-Asp(OtBu)-Thr(tBu)-Ser(tBu)-Ser(tBu)-Glu(OtBu)-OH). RXN SMILES: [NH:1]([C:103]([CH3:105])=[O:104])[C@H:2]([C:9]([NH:11][C@H:12]([C:21]([NH:23][C@H:24]([C:26]([NH:28][C@H:29]([C:31]([NH:33][C@H:34]([C:38]([NH:40][C@H:41]([C:50]([NH:52][C@H:53]([C:61]([NH:63][C@H:64]([C:71]([NH:73][C@H:74]([C:81]([NH:83][C@H:84]([C:94]([O:96]C1C=CC=CC=1)=[O:95])[CH2:85][CH2:86][C:87](=[O:93])[O:88][C:89]([CH3:92])([CH3:91])[CH3:90])=[O:82])[CH2:75][O:76][C:77]([CH3:80])([CH3:79])[CH3:78])=[O:72])[CH2:65][O:66][C:67]([CH3:70])([CH3:69])[CH3:68])=[O:62])[C@@H:54]([CH3:60])[O:55][C:56]([CH3:59])([CH3:58])[CH3:57])=[O:51])[CH2:42][C:43](=[O:49])[O:44][C:45]([CH3:48])([CH3:47])[CH3:46])=[O:39])[CH:35]([CH3:37])[CH3:36])=[O:32])[CH3:30])=[O:27])[CH3:25])=[O:22])[CH2:13][C:14](=[O:20])[O:15][C:16]([CH3:19])([CH3:18])[CH3:17])=[O:10])[CH2:3][O:4][C:5]([CH3:8])([CH3:7])[CH3:6].OO.[OH-].[Na+].Cl>O>[NH:1]([C:103]([CH3:105])=[O:104])[C@H:2]([C:9]([NH:11][C@H:12]([C:21]([NH:23][C@H:24]([C:26]([NH:28][C@H:29]([C:31]([NH:33][C@H:34]([C:38]([NH:40][C@H:41]([C:50]([NH:52][C@H:53]([C:61]([NH:63][C@H:64]([C:71]([NH:73][C@H:74]([C:81]([NH:83][C@H:84]([C:94]([OH:96])=[O:95])[CH2:85][CH2:86][C:87](=[O:93])[O:88][C:89]([CH3:92])([CH3:91])[CH3:90])=[O:82])[CH2:75][O:76][C:77]([CH3:80])([CH3:79])[CH3:78])=[O:72])[CH2:65][O:66][C:67]([CH3:68])([CH3:69])[CH3:70])=[O:62])[C@@H:54]([CH3:60])[O:55][C:56]([CH3:59])([CH3:58])[CH3:57])=[O:51])[CH2:42][C:43](=[O:49])[O:44][C:45]([CH3:46])([CH3:47])[CH3:48])=[O:39])[CH:35]([CH3:37])[CH3:36])=[O:32])[CH3:30])=[O:27])[CH3:25])=[O:22])[CH2:13][C:14](=[O:20])[O:15][C:16]([CH3:19])([CH3:18])[CH3:17])=[O:10])[CH2:3][O:4][C:5]([CH3:7])([CH3:8])[CH3:6] |f:2.3|. Procedure details: A solution of Ac-Ser(tBu)-Asp(OtBu)-Ala-Ala-Val-Asp(OtBu)-Thr(tBu)-Ser(tBu)-Ser(tBu)-Glu(OtBu)-OC6H5 (22.73 g, 15.2 mmol) in TFE: H2O (270 mL: 20 mL) was treated with 3% H2O2 (15.5 ml, 15.2 mmol, 1 eq.) with stirring (magnetic). The reaction mixture was adjusted to pH 10.5 by addition of 1N NaOH and maintained at pH 10.5 over a period of 3 h by addition of 1N NaOH (triggered by an autotitrator). The reaction mixture was adjusted to pH 3 (1N HCl), filtered and the solid washed with H2O (200 mL) a...